Dataset: the Open Reaction Database (ORD), a public repository of structured organic reaction records. Task: describe an organic reaction: reactants, conditions, products, and yield Reactants: ClC1=CC=C(C=C1)C1=C(C=C(N1)C#N)C#N (5-(p-chlorophenyl)pyrrole-2,4-dicarbonitrile), BrBr (bromine), O (water), solid. Run in O1CCOCC1 (dioxane), O1CCOCC1 (dioxane). Yields the product BrC1=C(NC(=C1C#N)C1=CC=C(C=C1)Cl)C#N (3-Bromo-5-(p-chlorophenyl)pyrrole-2,4-dicarbonitrile). Reaction SMILES: [Cl:1][C:2]1[CH:7]=[CH:6][C:5]([C:8]2[NH:12][C:11]([C:13]#[N:14])=[CH:10][C:9]=2[C:15]#[N:16])=[CH:4][CH:3]=1.[Br:17]Br.O>O1CCOCC1>[Br:17][C:10]1[C:9]([C:15]#[N:16])=[C:8]([C:5]2[CH:4]=[CH:3][C:2]([Cl:1])=[CH:7][CH:6]=2)[NH:12][C:11]=1[C:13]#[N:14]. Procedure: A sample of 5-(p-chlorophenyl)pyrrole-2,4-dicarbonitrile (1.0 g, 0.004 mole) is dissolved in 20 mL of dioxane and-a solution of bromine (0.8 g, 0.005 mole) in dioxane (10 mL) is then added thereto. The solution is stirred several hours at room temperature and then poured into water precipitating a white solid (1.2 g, 100%). The solid has a m.p. >225° C. and a mass spectrum of a sample gives a pattern consistent with the desired structure. Reactants: C(C=C)(=O)N.CC(=O)C.CC(=O)C (diacetone acrylamide), C(C=C)(=O)OCCCC (butyl acrylate), C(C=C)(=O)O (acrylic acid), C(C=C)(=O)OCC (ethyl acrylate), C(C=C)(=O)OCC(=O)OC (carbomethoxymethyl acrylate), S(=O)(=O)([O-])OOS(=O)(=O)[O-].[NH4+].[NH4+] (ammonium persulfate). The solvent is O (water), O (water), O (water). Reaction conditions: temperature 80 celsius. The product is C(C=C)(=O)N.CC(=O)C.CC(=O)C.C(C=C)(=O)OCCCC.C(C=C)(=O)O.C(C=C)(=O)OCC.C(C=C)(=O)OCC(=O)OC (diacetone acrylamide butyl acrylate acrylic acid ethyl acrylate carbomethoxymethyl acrylate). Reaction SMILES: [C:1]([NH2:5])(=[O:4])[CH:2]=[CH2:3].[CH3:6]C(C)=[O:8].[CH3:10]C(C)=[O:12].[C:14](O[CH2:19][CH2:20][CH2:21][CH3:22])(=[O:17])[CH:15]=C.C(O)(=[O:26])C=C.[C:28]([O:32][CH2:33]C)(=[O:31])[CH:29]=C.C(OCC(OC)=O)(=O)C=C.S(OOS([O-])(=O)=O)([O-])(=O)=O.[NH4+].[NH4+]>O>[C:1]([NH2:5])(=[O:4])[CH:2]=[CH2:3].[CH3:6][C:1]([CH3:2])=[O:4].[CH3:10][C:1]([CH3:2])=[O:4].[C:1]([O:4][CH2:19][CH2:20][CH2:21][CH3:22])(=[O:8])[CH:2]=[CH2:3].[C:1]([OH:4])(=[O:12])[CH:2]=[CH2:3].[C:1]([O:4][CH2:14][CH3:15])(=[O:26])[CH:2]=[CH2:3].[C:1]([O:4][CH2:29][C:28]([O:32][CH3:33])=[O:31])(=[O:17])[CH:2]=[CH2:3] |f:0.1.2,7.8.9,11.12.13.14.15.16.17|. Procedure details: Into a five-liter, three-necked, round-bottom flash (equipped with a mechanical stirrer, nitrogen inlet tube, thermometer, condenser and monomer inlet tube) were charged 1721.6 grams of water. The water was stirred and sparged for at least 45 minutes with a stream of nitrogen (1200 cc./min.) while heating to 80° C. Emulsifier (4.8 grams of Aerosol OT-75) was charged to the vessel. A solution of monomer feed was prepared by: mixing in a beaker 509.4 grams diacetone acrylamide, 389.4 grams butyl a... Reactants: CN1CCCN=C1S, COc1ccc2[nH]c(C(=O)O)cc2c1, CO, [I-], I, [K+], O. The product is COc1ccc2[nH]c(C(=O)O)c(SC3=NCCCN3C)c2c1, I. RXN SMILES: [CH3:18][N:19]1[C:20]([SH:25])=[N:21][CH2:22][CH2:23][CH2:24]1.[CH3:1][O:2][c:3]1[cH:4][c:5]2[cH:6][c:7]([C:12](=[O:13])[OH:14])[nH:8][c:9]2[cH:10][cH:11]1.[CH3:26][OH:27].[I-:17].[I:15].[K+:16].[OH2:28]>>[CH3:1][O:2][c:3]1[cH:4][c:5]2[c:6]([S:25][C:20]3=[N:21][CH2:22][CH2:23][CH2:24][N:19]3[CH3:18])[c:7]([C:12](=[O:13])[OH:14])[nH:8][c:9]2[cH:10][cH:11]1.[IH:17]. The reactants are ClC1=C(C=CC2=CC=CC=C12)S(=O)(=O)CCNCC=1OC=CC1 (2-[(1-chloronaphthalen-2-yl)sulfonyl]-N-(furan-2-ylmethyl)ethanamine), ClC1=C(C=CC2=CC=CC=C12)SCCNCC=1N(C=CC1)C (2-[(1-chloronaphthalen-2-yl)sulfanyl]-N-[(1-methyl-1H-pyrrol-2-yl)methyl]ethanamine). The product is ClC1=C(C=CC2=CC=CC=C12)S(=O)(=O)CCNCC=1N(C=CC1)C (2-[(1-chloronaphthalen-2-yl)sulfonyl]-N-[(1-methyl-1H-pyrrol-2-yl)methyl]ethanamine). Yield: 76.0%. Reaction SMILES: [Cl:1][C:2]1[C:11]2[C:6](=[CH:7][CH:8]=[CH:9][CH:10]=2)[CH:5]=[CH:4][C:3]=1[S:12]([CH2:15][CH2:16][NH:17][CH2:18][C:19]1O[CH:21]=[CH:22][CH:23]=1)(=[O:14])=[O:13].ClC1C2C(=CC=CC=2)C=CC=1SC[CH2:37][NH:38]CC1N(C)C=CC=1>>[Cl:1][C:2]1[C:11]2[C:6](=[CH:7][CH:8]=[CH:9][CH:10]=2)[CH:5]=[CH:4][C:3]=1[S:12]([CH2:15][CH2:16][NH:17][CH2:18][C:19]1[N:38]([CH3:37])[CH:21]=[CH:22][CH:23]=1)(=[O:14])=[O:13]. Procedure details: Prepared as described for compound 25 from 2-[(1-chloronaphthalen-2-yl)sulfanyl]-N-[(1-methyl-1H-pyrrol-2-yl)methyl]ethanamine and in 76% yield as yellow oil. Procedure: To a stirring solution of 5-amino-3-(2-thienyl)pyrazole (500 mg, 3.03 mmol) in THF (10 mL) was added N-bromosuccinimide (592 mg, 3.33 mmol) in one portion. The reaction mixture was stirred at room temperature for 3 h, then the solvent was evaporated and the residue was taken up in ethyl acetate. The organic layer was washed successively with 1M aqueous sodium thiosulfate, twice with a saturated aqueous solution of sodium bicarbonate, and brine, then it was dried over sodium sulfate, filtered, an... Reactants: NC1=CC(=NN1)C=1SC=CC1 (5-amino-3-(2-thienyl)pyrazole), BrN1C(CCC1=O)=O (N-bromosuccinimide). The solvent is C1CCOC1 (THF). RXN SMILES: [NH2:1][C:2]1[NH:6][N:5]=[C:4]([C:7]2[S:8][CH:9]=[CH:10][CH:11]=2)[CH:3]=1.[Br:12]N1C(=O)CCC1=O>C1COCC1>[Br:12][C:3]1[C:4]([C:7]2[S:8][CH:9]=[CH:10][CH:11]=2)=[N:5][NH:6][C:2]=1[NH2:1]. Yields the product BrC1=C(NN=C1C=1SC=CC1)N (4-bromo-5-thiophen-2-yl-2H-pyrazol-3-ylamine). Run at time 3 hour. Isolated yield 92.7%. The reactants are CC(C)=O, [I-], [Na+], CCCCCCCCOCC(COS(=O)(=O)c1ccc(C)cc1)OCCCCCCCC. Yields the product CCCCCCCCOCC(CI)OCCCCCCCC. Reaction SMILES: [CH3:35][C:36](=[O:37])[CH3:38].[I-:2].[Na+:1].[c:3]1([CH3:4])[cH:5][cH:6][c:7]([S:8]([O:9][CH2:13][CH:14]([CH2:15][O:16][CH2:17][CH2:18][CH2:19][CH2:20][CH2:21][CH2:22][CH2:23][CH3:24])[O:25][CH2:26][CH2:27][CH2:28][CH2:29][CH2:30][CH2:31][CH2:32][CH3:33])(=[O:10])=[O:11])[cH:12][cH:34]1>>[I:2][CH2:13][CH:14]([CH2:15][O:16][CH2:17][CH2:18][CH2:19][CH2:20][CH2:21][CH2:22][CH2:23][CH3:24])[O:25][CH2:26][CH2:27][CH2:28][CH2:29][CH2:30][CH2:31][CH2:32][CH3:33]. Reactants: CCN1CCC(N)C(F)C1, CC(C)O, CCN(C(C)C)C(C)C, O=[N+]([O-])c1cnc2c(ccn2S(=O)(=O)c2ccccc2)c1Cl. Product: CCN1CCC(Nc2c([N+](=O)[O-])cnc3c2ccn3S(=O)(=O)c2ccccc2)C(F)C1. As a reaction SMILES: [CH2:23]([CH3:24])[N:25]1[CH2:26][CH:27]([F:32])[CH:28]([NH2:31])[CH2:29][CH2:30]1.[CH3:42][CH:43]([OH:44])[CH3:45].[CH:33]([N:34]([CH:35]([CH3:36])[CH3:37])[CH2:38][CH3:39])([CH3:40])[CH3:41].[c:1]1([S:7](=[O:8])(=[O:9])[n:10]2[cH:11][cH:12][c:13]3[c:14]2[n:15][cH:16][c:17]([N+:20](=[O:21])[O-:22])[c:18]3[Cl:19])[cH:2][cH:3][cH:4][cH:5][cH:6]1>>[c:1]1([S:7](=[O:8])(=[O:9])[n:10]2[cH:11][cH:12][c:13]3[c:14]2[n:15][cH:16][c:17]([N+:20](=[O:21])[O-:22])[c:18]3[NH:31][CH:28]2[CH:27]([F:32])[CH2:26][N:25]([CH2:23][CH3:24])[CH2:30][CH2:29]2)[cH:2][cH:3][cH:4][cH:5][cH:6]1.